From a dataset of the Open Reaction Database (ORD), a public repository of structured organic reaction records. describe an organic reaction: reactants, conditions, products, and yield The reactants are NC1=NC(=C2NC=NC2=N1)Cl (2-Amino-6-chloropurine), C(C)NC (N-Ethylmethylamine), C(C)#N (acetonitrile). Run in O (H2O). Run at temperature 75 celsius, time 24 hour. Yields the product NC1=NC(=C2N=CN(C2=N1)NC)CC (2-Amino-6-ethylmethylamino-9-H-purine). RXN SMILES: [NH2:1][C:2]1[N:10]=[C:9]2[C:5]([NH:6][CH:7]=[N:8]2)=[C:4](Cl)[N:3]=1.C([NH:14][CH3:15])C.[C:16](#N)[CH3:17]>O>[NH2:1][C:2]1[N:10]=[C:9]2[C:5]([N:6]=[CH:7][N:8]2[NH:14][CH3:15])=[C:4]([CH2:16][CH3:17])[N:3]=1. Procedure: 2-Amino-6-chloropurine (Sigma, lot #69F4064, 6.5g, 38.3 mmol) was suspended in 75mL acetonitrile. N-Ethylmethylamine (6.8 g, 115.0 mmol) was added and the reaction stirred at 75° C. for 24 hours. The solvents were evaporated to give a solid which was slurried in H2O, filtered, and air dried to yield 4.86g (25.3 mmol, 66%); mp=206°C. Procedure details: Starting from 8-bromo-2,2,6-trimethyl-4H-1,3-benzodioxin and 1-triphenylmethyl-1H-imidazole-4-carboxaldehyde. The organomagnesium compound is added at ambient temperature. The reaction product is purified by chromatography on silica (15 μm) (eluent: 98:2 v/v dichloromethanemethanol). Yield: 31% of theory; M.P.: 205°-215° C. (recrystallized from acetonitrile). The reactants are BrC1=CC(=CC2=C1OC(OC2)(C)C)C (8-bromo-2,2,6-trimethyl-4H-1,3-benzodioxin), C1(=CC=CC=C1)C(N1C=NC(=C1)C=O)(C1=CC=CC=C1)C1=CC=CC=C1 (1-triphenylmethyl-1H-imidazole-4-carboxaldehyde), organomagnesium. Reaction SMILES: Br[C:2]1[C:7]2[O:8][C:9]([CH3:13])([CH3:12])[O:10][CH2:11][C:6]=2[CH:5]=[C:4]([CH3:14])[CH:3]=1.[C:15]1([C:21]([C:35]2[CH:40]=[CH:39][CH:38]=[CH:37][CH:36]=2)([C:29]2[CH:34]=[CH:33][CH:32]=[CH:31][CH:30]=2)[N:22]2[CH:26]=[C:25]([CH:27]=[O:28])[N:24]=[CH:23]2)[CH:20]=[CH:19][CH:18]=[CH:17][CH:16]=1>>[CH3:12][C:9]1([CH3:13])[O:8][C:7]2[C:2]([CH:27]([C:25]3[N:24]=[CH:23][N:22]([C:21]([C:15]4[CH:20]=[CH:19][CH:18]=[CH:17][CH:16]=4)([C:29]4[CH:30]=[CH:31][CH:32]=[CH:33][CH:34]=4)[C:35]4[CH:40]=[CH:39][CH:38]=[CH:37][CH:36]=4)[CH:26]=3)[OH:28])=[CH:3][C:4]([CH3:14])=[CH:5][C:6]=2[CH2:11][O:10]1. Yields the product CC1(OCC2=C(O1)C(=CC(=C2)C)C(O)C=2N=CN(C2)C(C2=CC=CC=C2)(C2=CC=CC=C2)C2=CC=CC=C2)C (alpha-(2,2,6-Trimethyl-4H-1,3-benzodioxin-8-yl)-1-triphenylmethyl-1H-imidazole-4-methanol). Yield: 31.0%. As a reaction SMILES: [B-:13]([F:14])([F:15])([F:16])[F:17].[C:44]([CH3:45])([CH3:46])([CH3:47])[c:48]1[cH:49][cH:50][c:51]([CH2:52][NH:53][CH2:54][CH2:55][c:56]2[cH:57][c:58]([C:63]([F:64])([F:65])[F:66])[c:59]([F:62])[cH:60][cH:61]2)[cH:67][cH:68]1.[CH:35]([N:36]([CH2:37][CH3:38])[CH:39]([CH3:40])[CH3:41])([CH3:42])[CH3:43].[O:69]=[CH:70][N:71]([CH3:72])[CH3:73].[OH2:74].[n:18]1([O:19][C:20]([N:21]([CH3:22])[CH3:23])=[N+:24]([CH3:25])[CH3:26])[c:27]2[cH:28][cH:29][cH:30][cH:31][c:32]2[n:33][n:34]1.[nH:1]1[cH:2][cH:3][c:4]2[cH:5][cH:6][cH:7][c:8]([C:10](=[O:11])[OH:12])[c:9]12>>[nH:1]1[cH:2][cH:3][c:4]2[cH:5][cH:6][cH:7][c:8]([C:10](=[O:12])[N:53]([CH2:52][c:51]3[cH:50][cH:49][c:48]([C:44]([CH3:45])([CH3:46])[CH3:47])[cH:68][cH:67]3)[CH2:54][CH2:55][c:56]3[cH:57][c:58]([C:63]([F:64])([F:65])[F:66])[c:59]([F:62])[cH:60][cH:61]3)[c:9]12. Starting materials: F[B-](F)(F)F, CC(C)(C)c1ccc(CNCCc2ccc(F)c(C(F)(F)F)c2)cc1, CCN(C(C)C)C(C)C, CN(C)C=O, O, CN(C)C(On1nnc2ccccc21)=[N+](C)C, O=C(O)c1cccc2cc[nH]c12. The product is CC(C)(C)c1ccc(CN(CCc2ccc(F)c(C(F)(F)F)c2)C(=O)c2cccc3cc[nH]c23)cc1. Starting materials: [Br-], CC[Mg+], C1CCOC1, CON(C)C(=O)C1CCCO1. Product: CCC(=O)C1CCCO1. RXN SMILES: [Br-:12].[CH2:13]([CH3:14])[Mg+:15].[CH2:16]1[O:17][CH2:18][CH2:19][CH2:20]1.[CH3:1][O:2][N:3]([C:4](=[O:5])[CH:6]1[O:7][CH2:8][CH2:9][CH2:10]1)[CH3:11]>>[C:4](=[O:5])([CH:6]1[O:7][CH2:8][CH2:9][CH2:10]1)[CH2:13][CH3:14]. The reactants are COC(C1=CC=C(C=C1)S(=O)(=O)CC(C1CCCCC1)C=1N(N=C2CCCCC12)C1=CC=C(C=C1)Cl)=O ([rac]-4-{2-[2-(4-chloro-phenyl)-4,5,6,7-tetrahydro-2H-indazol-3-yl]-2-cyclohexyl-ethanesulfonyl}-benzoic acid methyl ester), [OH-].[Na+] (NaOH). Run in CO (MeOH), O (water), CO (MeOH). Conditions: temperature 25 celsius, time 14 hour. Product: ClC1=CC=C(C=C1)N1N=C2CCCCC2=C1C(CS(=O)(=O)C1=CC=C(C(=O)O)C=C1)C1CCCCC1 ([rac]-4-{2-[2-(4-Chloro-phenyl)-4,5,6,7-tetrahydro-2H-indazol-3-yl]-2-cyclohexyl-ethanesulfonyl}-benzoic acid). Isolated yield 44.9%. As a reaction SMILES: C[O:2][C:3](=[O:37])[C:4]1[CH:9]=[CH:8][C:7]([S:10]([CH2:13][CH:14]([C:21]2[N:22]([C:30]3[CH:35]=[CH:34][C:33]([Cl:36])=[CH:32][CH:31]=3)[N:23]=[C:24]3[C:29]=2[CH2:28][CH2:27][CH2:26][CH2:25]3)[CH:15]2[CH2:20][CH2:19][CH2:18][CH2:17][CH2:16]2)(=[O:12])=[O:11])=[CH:6][CH:5]=1.[OH-].[Na+]>CO.O>[Cl:36][C:33]1[CH:34]=[CH:35][C:30]([N:22]2[C:21]([CH:14]([CH:15]3[CH2:20][CH2:19][CH2:18][CH2:17][CH2:16]3)[CH2:13][S:10]([C:7]3[CH:6]=[CH:5][C:4]([C:3]([OH:37])=[O:2])=[CH:9][CH:8]=3)(=[O:12])=[O:11])=[C:29]3[C:24]([CH2:25][CH2:26][CH2:27][CH2:28]3)=[N:23]2)=[CH:31][CH:32]=1 |f:1.2|. Reported procedure: To a stirred solution of [rac]-4-{2-[2-(4-chloro-phenyl)-4,5,6,7-tetrahydro-2H-indazol-3-yl]-2-cyclohexyl-ethanesulfonyl}-benzoic acid methyl ester (40 mg, 0.076 mmol) in MeOH (5 ml) was added NaOH (5.18 mg, 0.129 mmol) in water (2 ml) dropwise at 0° C. The reaction mixture was then stirred at 25° C. for 14 h. After the completion of the reaction (monitored through TLC), MeOH was concentrated in vacuo, diluted with H2O (5 ml) and the aqueous layer was acidified (pH ˜2-3) with 2 N HCl, and then e... Starting materials: P(=O)(O)(O)[O-].[Na+] (sodium dihydrogen phosphate), Cl(=O)[O-].[Na+] (Sodium chlorite), Cl (HCl), CC(=CCOC(C)=O)CCC=C(C=O)C (Acetic acid 3,7-dimethyl-8-oxo-octa-2,6-dienyl ester), CC(C)=CC (2-methyl-2-butene). Solvent: O (water), C(C)(=O)OCC (Ethyl acetate), C(C)(C)(C)O (tert-butyl alcohol). Reaction conditions: time 8 hour. The product is C(C)(=O)OCC=C(CCC=C(C(=O)O)C)C (8-Acetoxy-2,6-dimethyl-octa-2,6-dienoic acid). Isolated yield 130.5%. As a reaction SMILES: [CH3:1][C:2]([CH2:9][CH2:10][CH:11]=[C:12]([CH3:15])[CH:13]=[O:14])=[CH:3][CH2:4][O:5][C:6](=[O:8])[CH3:7].CC(=CC)C.P([O-])(O)(O)=[O:22].[Na+].Cl([O-])=O.[Na+].Cl>C(O)(C)(C)C.O.C(OCC)(=O)C>[C:6]([O:5][CH2:4][CH:3]=[C:2]([CH3:1])[CH2:9][CH2:10][CH:11]=[C:12]([CH3:15])[C:13]([OH:22])=[O:14])(=[O:8])[CH3:7] |f:2.3,4.5|. Procedure: To a solution of aldehyde 230a (19.5 g, 92.7 mmol) in 300 mL of tert-butyl alcohol was added 2-methyl-2-butene (98.0 mL, 925 mmol). To this was added a solution of sodium dihydrogen phosphate (44.5 g, 371 mmol) in 300 mL of water. Sodium chlorite (33.6 g, 371 mmol) was added in several portions. The resulting mixture was rapidly stirred overnight at room temperature. Ethyl acetate was added and the aqueous layer was acidified to pH 3 by addition of 1 M HCl. The organic layer was separated, and t...